From a dataset of the Open Reaction Database (ORD), a public repository of structured organic reaction records. describe an organic reaction: reactants, conditions, products, and yield Reactants: CN(C)C1=NC=CC=C1 (dimethylaminopyridine), C(C)(C)(C)OC(=O)N1C(CCCC1)CCOC1=C(C(NC2=CC(=C(C=C12)CC(=O)O)Cl)=O)C1=CC(=CC(=C1)C)C (2-{2-[6-carboxymethyl-7-chloro-3-(3,5-dimethylphenyl)-2-oxo-1,2-dihydroquinolin-4-yloxy]-ethyl}-piperidine-1-carboxylic acid tert-butyl ester), C(C)(C)NC(C)C (diisopropylamine), Cl.CN(CCCN=C=NCC)C (1-(3-dimethylaminopropyl)-3-ethylcarbodiimide hydrochloride). Run in C(Cl)Cl (methylene chloride). Conditions: time 42 hour. Yields the product C(C)(C)(C)OC(=O)N1C(CCCC1)CCOC1=C(C(NC2=CC(=C(C=C12)CC(N(C(C)C)C(C)C)=O)Cl)=O)C1=CC(=CC(=C1)C)C (2-{2-[7-chloro-6-[(diisopropylcarbamoyl)-methyl]-3-(3,5-dimethylphenyl)-2-oxo-1,2-dihydroquinolin-4-yloxy]-ethyl}-piperidine-1-carboxylic acid tert-butyl ester). Reaction SMILES: [C:1]([O:5][C:6]([N:8]1[CH2:13][CH2:12][CH2:11][CH2:10][CH:9]1[CH2:14][CH2:15][O:16][C:17]1[C:26]2[C:21](=[CH:22][C:23]([Cl:31])=[C:24]([CH2:27][C:28]([OH:30])=O)[CH:25]=2)[NH:20][C:19](=[O:32])[C:18]=1[C:33]1[CH:38]=[C:37]([CH3:39])[CH:36]=[C:35]([CH3:40])[CH:34]=1)=[O:7])([CH3:4])([CH3:3])[CH3:2].[CH:41]([NH:44][CH:45]([CH3:47])[CH3:46])([CH3:43])[CH3:42].Cl.CN(C)CCCN=C=NCC.CN(C1C=CC=CN=1)C>C(Cl)Cl>[C:1]([O:5][C:6]([N:8]1[CH2:13][CH2:12][CH2:11][CH2:10][CH:9]1[CH2:14][CH2:15][O:16][C:17]1[C:26]2[C:21](=[CH:22][C:23]([Cl:31])=[C:24]([CH2:27][C:28](=[O:30])[N:44]([CH:45]([CH3:47])[CH3:46])[CH:41]([CH3:43])[CH3:42])[CH:25]=2)[NH:20][C:19](=[O:32])[C:18]=1[C:33]1[CH:38]=[C:37]([CH3:39])[CH:36]=[C:35]([CH3:40])[CH:34]=1)=[O:7])([CH3:4])([CH3:3])[CH3:2] |f:2.3|. Procedure: To a solution of 2-{2-[6-carboxymethyl-7-chloro-3-(3,5-dimethylphenyl)-2-oxo-1,2-dihydroquinolin-4-yloxy]-ethyl}-piperidine-1-carboxylic acid tert-butyl ester (57 mg in 0.50 mL methylene chloride) was added 0.042 mL diisopropylamine followed by 98 mg 1-(3-dimethylaminopropyl)-3-ethylcarbodiimide hydrochloride (EDC) and 6.1 mg dimethylaminopyridine, and the mixture stirred at room temperature. After 42 hours, the mixture was diluted with methylene chloride and washed with water and brine. The org...